From a dataset of the Open Reaction Database (ORD), a public repository of structured organic reaction records. describe an organic reaction: reactants, conditions, products, and yield The reactants are CC(C)O, c1cc(OCC2CO2)c2cccnc2c1, O=C(NC(CCCc1ccccc1)CCCc1ccccc1)C1CCNCC1. Product: O=C(NC(CCCc1ccccc1)CCCc1ccccc1)C1CCN(CC(O)COc2cccc3ncccc23)CC1. As a reaction SMILES: [CH:44]([OH:45])([CH3:46])[CH3:47].[O:29]1[CH:30]([CH2:32][O:33][c:34]2[c:35]3[cH:36][cH:37][cH:38][n:39][c:40]3[cH:41][cH:42][cH:43]2)[CH2:31]1.[c:1]1([CH2:7][CH2:8][CH2:9][CH:10]([CH2:11][CH2:12][CH2:13][c:14]2[cH:15][cH:16][cH:17][cH:18][cH:19]2)[NH:20][C:21](=[O:22])[CH:23]2[CH2:24][CH2:25][NH:26][CH2:27][CH2:28]2)[cH:2][cH:3][cH:4][cH:5][cH:6]1>>[c:1]1([CH2:7][CH2:8][CH2:9][CH:10]([CH2:11][CH2:12][CH2:13][c:14]2[cH:15][cH:16][cH:17][cH:18][cH:19]2)[NH:20][C:21](=[O:22])[CH:23]2[CH2:24][CH2:25][N:26]([CH2:31][CH:30]([OH:29])[CH2:32][O:33][c:34]3[c:35]4[cH:36][cH:37][cH:38][n:39][c:40]4[cH:41][cH:42][cH:43]3)[CH2:27][CH2:28]2)[cH:2][cH:3][cH:4][cH:5][cH:6]1. Reactants: CCCCOC(=O)c1ccc(N(CC)C(C)c2cc(Br)ccc2OCc2ccccc2)nn1, C1CCOC1, CO, [Na+], [OH-]. The product is CCN(c1ccc(C(=O)O)nn1)C(C)c1cc(Br)ccc1OCc1ccccc1. Reaction SMILES: [CH2:1]([c:2]1[cH:3][cH:4][cH:5][cH:6][cH:7]1)[O:8][c:9]1[c:10]([CH:16]([CH3:17])[N:18]([CH2:19][CH3:20])[c:21]2[cH:22][cH:23][c:24]([C:27](=[O:28])[O:29][CH2:30][CH2:31][CH2:32][CH3:33])[n:25][n:26]2)[cH:11][c:12]([Br:15])[cH:13][cH:14]1.[CH2:38]1[O:39][CH2:40][CH2:41][CH2:42]1.[CH3:34][OH:35].[Na+:37].[OH-:36]>>[CH2:1]([c:2]1[cH:3][cH:4][cH:5][cH:6][cH:7]1)[O:8][c:9]1[c:10]([CH:16]([CH3:17])[N:18]([CH2:19][CH3:20])[c:21]2[cH:22][cH:23][c:24]([C:27](=[O:28])[OH:29])[n:25][n:26]2)[cH:11][c:12]([Br:15])[cH:13][cH:14]1. Reactants: ClC1=CN(C2=CC=CC=C12)N(C1=CC=NC=C1)CCC (3-chloro-N-propyl-N-4-pyridinyl-1H-indol- 1 -amine), Cl (hydrogen chloride). Solvent: CCOCC (ether). Reaction conditions: time 0.5 hour. Yields the product Cl.ClC1=CN(C2=CC=CC=C12)N(C1=CC=NC=C1)CCC (3-chloro-N-propyl-N-4-pyridinyl-1H-indol-1-amine hydrochloride). Yield: 87.6%. As a reaction SMILES: [Cl:1][C:2]1[C:10]2[C:5](=[CH:6][CH:7]=[CH:8][CH:9]=2)[N:4]([N:11]([CH2:18][CH2:19][CH3:20])[C:12]2[CH:17]=[CH:16][N:15]=[CH:14][CH:13]=2)[CH:3]=1.Cl>CCOCC>[ClH:1].[Cl:1][C:2]1[C:10]2[C:5](=[CH:6][CH:7]=[CH:8][CH:9]=2)[N:4]([N:11]([CH2:18][CH2:19][CH3:20])[C:12]2[CH:13]=[CH:14][N:15]=[CH:16][CH:17]=2)[CH:3]=1 |f:3.4|. Reported procedure: To a 4 g sample of product, 3-chloro-N-propyl-N-4-pyridinyl-1H-indol- 1 -amine, dissolved in anhydrous ether (60 mL) in a 125 mL-round bottom flask equipped with a mechanical stirrer, thermometer and dropping funnel, was added slowly an ethereal solution saturated with hydrogen chloride (6 mL) at room temperature, under a nitrogen atmosphere, with stirring. After about 0.5 hrs at room temperature, the precipitate was collected, washed with anhydrous ether (15 mL) and dried to yield 3.95 g (87.6%... Reactants: [N+](=[N-])=CC(=O)OCC (ethyl diazoacetate), CC=1C=C(CO)C=CC1 (3-methylbenzyl alcohol). The reagents and catalysts are CC(=O)O.CC(=O)O.CC(=O)O.CC(=O)O.[Rh].[Rh] (rhodium (II) acetate dimer). The solvent is CCCCCCC (heptane), ClCCl (dichloromethane). Run at time 30 minute. The product is C(C)OC(COCC1=CC(=CC=C1)C)=O ((3-Methylbenzyloxy)acetic acid ethyl ester). The yield is 101.9%. As a reaction SMILES: [CH3:1][C:2]1[CH:3]=[C:4]([CH:7]=[CH:8][CH:9]=1)[CH2:5][OH:6].[N+](=[CH:12][C:13]([O:15][CH2:16][CH3:17])=[O:14])=[N-]>ClCCl.CCCCCCC.CC(O)=O.CC(O)=O.CC(O)=O.CC(O)=O.[Rh].[Rh]>[CH2:16]([O:15][C:13](=[O:14])[CH2:12][O:6][CH2:5][C:4]1[CH:7]=[CH:8][CH:9]=[C:2]([CH3:1])[CH:3]=1)[CH3:17] |f:4.5.6.7.8.9|. Procedure: To a solution of 3-methylbenzyl alcohol (1.08 g, 10.0 mmol) in dichloromethane (20 mL) is added rhodium (II) acetate dimer (10 mg) followed by ethyl diazoacetate (0.95 mL, 9.0 mmol). The reaction mixture is stirred at RT for 30 min. The reaction mixture is diluted with heptane, filtered through Celite, and the filtrate is evaporated and the residue is vacuum distilled at 150° C. to give 1.91 g of the product 396. 1H NMR (CDCl3) δ 7.3-7.1 (m, 4H), 4.60 (s, 2H), 4.23 (q, 2H), 4.09 (s, 2H), 2.36 (s... Starting materials: FC=1C=C2NC(C(NC2=CC1[N+](=O)[O-])=O)=O (6-fluoro-7-nitroquinoxaline-2,3-(1H,4H)-dione), CC=1NC=CN1 (2-methylimidazole). The solvent is CN(C)C=O (DMF). Run at temperature 130 celsius. Product: CC=1NC=C(N1)C=1C=C2NC(C(NC2=CC1[N+](=O)[O-])=O)=O (6-(2-methylimidazolyl)-7-nitroquinoxaline-2,3-(1H,4H)-dione). Yield: 42.3%. Reaction SMILES: F[C:2]1[CH:3]=[C:4]2[C:9](=[CH:10][C:11]=1[N+:12]([O-:14])=[O:13])[NH:8][C:7](=[O:15])[C:6](=[O:16])[NH:5]2.[CH3:17][C:18]1[NH:19][CH:20]=[CH:21][N:22]=1>CN(C=O)C>[CH3:17][C:18]1[NH:19][CH:20]=[C:21]([C:2]2[CH:3]=[C:4]3[C:9](=[CH:10][C:11]=2[N+:12]([O-:14])=[O:13])[NH:8][C:7](=[O:15])[C:6](=[O:16])[NH:5]3)[N:22]=1. Reported procedure: In DMF, 1 g of 6-fluoro-7-nitroquinoxaline-2,3-(1H,4H)-dione and 1.8 g of 2-methylimidazole were stirred with heating at 130° C. for 8 hours. The reaction mixture was then concentrated and diluted with water, whereupon crystals separated out. The crystals were recrystallized from DMF-water to provide 540 mg of 6-(2-methylimidazolyl)-7-nitroquinoxaline-2,3-(1H,4H)-dione.